describe an organic reaction: reactants, conditions, products, and yield From a dataset of the Open Reaction Database (ORD), a public repository of structured organic reaction records. The yield is 74.0%. As a reaction SMILES: [C:1](/[C:3](=[CH:9]\[C:10]1[CH:15]=[CH:14][C:13]([CH3:16])=[CH:12][CH:11]=1)/[C:4]([O:6][CH2:7][CH3:8])=[O:5])#[N:2].[C:17]([CH2:19][C:20](OCC)=O)#N.C1(C)C=CC(C=O)=CC=1.[N+](C(C)C)([O-])=O.C(=O)([O-])[O-].[K+].[K+]>C(O)C>[C:1]([C:3]1([C:4]([O:6][CH2:7][CH3:8])=[O:5])[CH:9]([C:10]2[CH:11]=[CH:12][C:13]([CH3:16])=[CH:14][CH:15]=2)[C:19]1([CH3:20])[CH3:17])#[N:2] |f:4.5.6|. The reactants are C(#N)/C(/C(=O)OCC)=C\C1=CC=C(C=C1)C ((E)-ethyl 2-cyano-3-(p-methylphenyl)-2-propenoate), cyanoester, C(#N)CC(=O)OCC (ethyl cyanoacetate), C1(=CC=C(C=C1)C=O)C (p-tolualdehyde), [N+](=O)([O-])C(C)C (2-nitropropane), C([O-])([O-])=O.[K+].[K+] (potassium carbonate). Yields the product C(#N)C1(C(C1C1=CC=C(C=C1)C)(C)C)C(=O)OCC (Ethyl 1-Cyano-2,2-dimethyl-3-(p-methylphenyl)cyclopropanecarboxylate). The solvent is C(C)O (ethanol). Procedure: A mixture of 576 mg (2.68 mmoles) of (E)-ethyl 2-cyano-3-(p-methylphenyl)-2-propenoate (7) [prepared from ethyl cyanoacetate and p-tolualdehyde (p-methylbenzaldehyde) using the procedure described in Example I for an analogous cyanoester], 0.25 ml (2.78 mmoles) of 2-nitropropane, 398 mg (2.88 mmoles) of anhydrous potassium carbonate, and 2.0 ml of absolute ethanol was heated at reflux for 7 hours. The product was isolated as described in the procedure of Example VIII, affording 511 mg (74% yield... The reactants are CCN(C(C)C)C(C)C, Clc1ncc(I)c(Cl)n1, [Cu]I, COc1ccc(N)cn1, C1COCCO1, O. Yields the product COc1ccc(Nc2nc(Cl)ncc2I)cn1. As a reaction SMILES: [CH:19]([N:20]([CH2:21][CH3:22])[CH:23]([CH3:24])[CH3:25])([CH3:26])[CH3:27].[Cl:1][c:2]1[n:3][cH:4][c:5]([I:9])[c:6]([Cl:8])[n:7]1.[Cu:35][I:36].[NH2:10][c:11]1[cH:12][cH:13][c:14]([O:17][CH3:18])[n:15][cH:16]1.[O:28]1[CH2:29][CH2:30][O:31][CH2:32][CH2:33]1.[OH2:34]>>[Cl:1][c:2]1[n:3][cH:4][c:5]([I:9])[c:6]([NH:10][c:11]2[cH:12][cH:13][c:14]([O:17][CH3:18])[n:15][cH:16]2)[n:7]1.